This data is from the Open Reaction Database (ORD), a public repository of structured organic reaction records. The task is: describe an organic reaction: reactants, conditions, products, and yield Product: COC(=O)c1c(-c2ccc(C)cc2C)cccc1[N+](=O)[O-]. As a reaction SMILES: [CH3:15][c:16]1[c:17]([B:23]([OH:24])[OH:25])[cH:18][cH:19][c:20]([CH3:22])[cH:21]1.[CH3:28][O:29][CH2:30][CH2:31][O:32][CH3:33].[CH3:34][CH2:35][O:36][C:37](=[O:38])[CH3:39].[Cl:1][c:2]1[c:3]([C:4](=[O:5])[O:6][CH3:7])[c:8]([N+:12](=[O:13])[O-:14])[cH:9][cH:10][cH:11]1.[Cs+:27].[F-:26].[cH:40]1[cH:41][cH:42][c:43]([P:44]([Pd:45]([P:46]([c:47]2[cH:48][cH:49][cH:50][cH:51][cH:52]2)([c:53]2[cH:54][cH:55][cH:56][cH:57][cH:58]2)[c:59]2[cH:60][cH:61][cH:62][cH:63][cH:64]2)([P:65]([c:66]2[cH:67][cH:68][cH:69][cH:70][cH:71]2)([c:72]2[cH:73][cH:74][cH:75][cH:76][cH:77]2)[c:78]2[cH:79][cH:80][cH:81][cH:82][cH:83]2)[P:84]([c:85]2[cH:86][cH:87][cH:88][cH:89][cH:90]2)([c:91]2[cH:92][cH:93][cH:94][cH:95][cH:96]2)[c:97]2[cH:98][cH:99][cH:100][cH:101][cH:102]2)([c:103]2[cH:104][cH:105][cH:106][cH:107][cH:108]2)[c:109]2[cH:110][cH:111][cH:112][cH:113][cH:114]2)[cH:115][cH:116]1>>[c:2]1(-[c:17]2[c:16]([CH3:15])[cH:21][c:20]([CH3:22])[cH:19][cH:18]2)[c:3]([C:4](=[O:5])[O:6][CH3:7])[c:8]([N+:12](=[O:13])[O-:14])[cH:9][cH:10][cH:11]1. The reactants are Cc1ccc(B(O)O)c(C)c1, COCCOC, CCOC(C)=O, COC(=O)c1c(Cl)cccc1[N+](=O)[O-], [Cs+], [F-], c1ccc(P(c2ccccc2)(c2ccccc2)[Pd](P(c2ccccc2)(c2ccccc2)c2ccccc2)(P(c2ccccc2)(c2ccccc2)c2ccccc2)P(c2ccccc2)(c2ccccc2)c2ccccc2)cc1. Run at temperature 0 celsius, time 30 minute. The product is C(C)(C)(C)OC(=O)N1C[C@H]2C(=NO[C@H]2C1)CO (cis-3-Hydroxymethyl-3a,4,6,6a-tetrahydropyrrolo[3,4-d]isoxazole-5-carboxylic acid tert-butyl ester). The reactants are C(C)OC(=O)C1=NO[C@@H]2[C@H]1CN(C2)C(=O)OC(C)(C)C (cis-3a,4,6,6a-Tetrahydropyrrolo[3,4-d]isoxazole-3,5-dicarboxylic acid 5-tert-butyl ester-3-ethyl ester), [BH4-].[Na+] (sodium borohydride), O (water). Reported procedure: To ester 6 (1.50 g; 5.29 mmol) in ethanol (50 mL) at 0° C., was added sodium borohydride (1.57 g; 41.5 mmol) in several portions. The reaction mixture was stirred at 0° C. for 30 minutes and then at room temperature for 3 hours. The reaction mixture was carefully added to water (150 mL) and extracted with methylene chloride (3×100 mL). The combined organic layers were washed with several portions of water, brine, dried (MgSO4), filtered and evaporated to yield alcohol 7 as a white solid. RXN SMILES: C([O:3][C:4]([C:6]1[C@@H:10]2[CH2:11][N:12]([C:14]([O:16][C:17]([CH3:20])([CH3:19])[CH3:18])=[O:15])[CH2:13][C@@H:9]2[O:8][N:7]=1)=O)C.[BH4-].[Na+].O>C(O)C>[C:17]([O:16][C:14]([N:12]1[CH2:13][C@H:9]2[C@H:10]([C:6]([CH2:4][OH:3])=[N:7][O:8]2)[CH2:11]1)=[O:15])([CH3:20])([CH3:19])[CH3:18] |f:1.2|. The solvent is C(C)O (ethanol).